Dataset: the Open Reaction Database (ORD), a public repository of structured organic reaction records. Task: describe an organic reaction: reactants, conditions, products, and yield The reactants are crude product, BrCC(=O)C1=C(C=CC=C1)OC (2-bromo-1-(2-methoxy-phenyl)-ethanone), CN1C(NC(C=2N(C(=NC12)Cl)CC=C(C)C)=O)=O (3-methyl-7-(3-methyl-2-buten-1-yl)-8-chloro-xanthine), C([O-])([O-])=O.[K+].[K+] (potassium carbonate). Solvent: CN(C=O)C (N,N-dimethylformamide). Run at time 8 hour. The product is COC1=C(C=CC=C1)C(CN1C(=O)N(C=2N=C(N(C2C1=O)CC=C(C)C)Cl)C)=O (1-[2-(2-methoxy-phenyl)-2-oxo-ethyl]-3-methyl-7-(3-methyl-2-buten-1-yl)-8-chloro-xanthine). RXN SMILES: Br[CH2:2][C:3]([C:5]1[CH:10]=[CH:9][CH:8]=[CH:7][C:6]=1[O:11][CH3:12])=[O:4].[CH3:13][N:14]1[C:22]2[N:21]=[C:20]([Cl:23])[N:19]([CH2:24][CH:25]=[C:26]([CH3:28])[CH3:27])[C:18]=2[C:17](=[O:29])[NH:16][C:15]1=[O:30].C(=O)([O-])[O-].[K+].[K+]>CN(C)C=O>[CH3:12][O:11][C:6]1[CH:7]=[CH:8][CH:9]=[CH:10][C:5]=1[C:3](=[O:4])[CH2:2][N:16]1[C:17](=[O:29])[C:18]2[N:19]([CH2:24][CH:25]=[C:26]([CH3:27])[CH3:28])[C:20]([Cl:23])=[N:21][C:22]=2[N:14]([CH3:13])[C:15]1=[O:30] |f:2.3.4|. Procedure: 1.71 g of 2-bromo-1-(2-methoxy-phenyl)-ethanone are added to a mixture of 2.00 g of 3-methyl-7-(3-methyl-2-buten-1-yl)-8-chloro-xanthine and 1.38 mg of potassium carbonate in 15 ml of N,N-dimethylformamide. The reaction mixture is stirred for eight hours at ambient temperature. After aqueous working up the crude product is purified by chromatography through a silica gel column with cyclohexane/ethyl acetate (8:1 to 8:1) as eluant.